Dataset: the Open Reaction Database (ORD), a public repository of structured organic reaction records. Task: describe an organic reaction: reactants, conditions, products, and yield Starting materials: ClCCl, CN(C)C=O, CS(=O)(=O)c1ccc(C(CC2CCOCC2)C(=O)O)cc1Cl, O=C(Cl)C(=O)Cl, Nc1cnccn1, C1CCOC1, O, c1ccncc1. Yields the product CS(=O)(=O)c1ccc(C(CC2CCOCC2)C(=O)Nc2cnccn2)cc1Cl. Reaction SMILES: [CH2:42]([Cl:43])[Cl:44].[CH3:45][N:46]([CH3:47])[CH:48]=[O:49].[Cl:1][c:2]1[cH:3][c:4]([CH:12]([C:13](=[O:14])[OH:15])[CH2:16][CH:17]2[CH2:18][CH2:19][O:20][CH2:21][CH2:22]2)[cH:5][cH:6][c:7]1[S:8](=[O:9])(=[O:10])[CH3:11].[Cl:23][C:24]([C:25]([Cl:26])=[O:27])=[O:28].[NH2:29][c:30]1[n:31][cH:32][cH:33][n:34][cH:35]1.[O:50]1[CH2:51][CH2:52][CH2:53][CH2:54]1.[OH2:55].[cH:36]1[cH:37][cH:38][n:39][cH:40][cH:41]1>>[Cl:1][c:2]1[cH:3][c:4]([CH:12]([C:13](=[O:15])[NH:29][c:30]2[n:31][cH:32][cH:33][n:34][cH:35]2)[CH2:16][CH:17]2[CH2:18][CH2:19][O:20][CH2:21][CH2:22]2)[cH:5][cH:6][c:7]1[S:8](=[O:9])(=[O:10])[CH3:11].